This data is from the Open Reaction Database (ORD), a public repository of structured organic reaction records. The task is: describe an organic reaction: reactants, conditions, products, and yield As a reaction SMILES: [CH3:1][c:2]1[cH:3][cH:4][c:5]([S:6](=[O:7])(=[O:8])[n:11]2[c:12](=[O:25])[n:13]3[c:22]4[c:17]([cH:18][cH:19][cH:20][c:21]24)[N:16]([CH3:23])[C:15](=[O:24])[CH2:14]3)[cH:9][cH:10]1.[OH2:26].[S:27](=[O:28])(=[O:29])([OH:30])[OH:31]>>[nH:11]1[c:12](=[O:25])[n:13]2[c:22]3[c:17]([cH:18][cH:19][cH:20][c:21]13)[N:16]([CH3:23])[C:15](=[O:24])[CH2:14]2. Yields the product CN1C(=O)Cn2c(=O)[nH]c3cccc1c32. The reactants are Cc1ccc(S(=O)(=O)n2c(=O)n3c4c(cccc42)N(C)C(=O)C3)cc1, O, O=S(=O)(O)O. As a reaction SMILES: [C:1]([CH2:2][CH2:3][C:4](=[O:5])[O:6][CH:7]1[CH2:8][O:9][CH:10]([c:13]2[cH:14][cH:15][cH:16][cH:17][cH:18]2)[O:11][CH2:12]1)(=[O:19])[O:20][c:21]1[cH:22][cH:23][cH:24][cH:25][cH:26]1.[CH3:27][CH2:28][OH:29]>>[C:1]([CH2:2][CH2:3][C:4](=[O:5])[O:6][CH:7]([CH2:8][OH:9])[CH2:12][OH:11])(=[O:19])[O:20][c:21]1[cH:22][cH:23][cH:24][cH:25][cH:26]1. Yields the product O=C(CCC(=O)OC(CO)CO)Oc1ccccc1. The reactants are O=C(CCC(=O)OC1COC(c2ccccc2)OC1)Oc1ccccc1, CCO. The reactants are C(C1=CC=CC=C1)N(C1(COC1)CNC(C(F)(F)F)=O)CC1=CC=CC=C1 (N-{[3-(dibenzylamino)oxetan-3-yl]methyl}-2,2,2-trifluoroacetamide). Reagents/catalysts: FC(C(=O)O)(F)F (trifluoroacetic acid), [OH-].[OH-].[Pd+2] (palladium hydroxide on carbon). Run in CO (methanol). Reaction conditions: time 8 hour. Yields the product NC1(COC1)CNC(C(F)(F)F)=O (N-[(3-Aminooxetan-3-yl)methyl]-2,2,2-trifluoroacetamide). RXN SMILES: C([N:8](CC1C=CC=CC=1)[C:9]1([CH2:13][NH:14][C:15](=[O:20])[C:16]([F:19])([F:18])[F:17])[CH2:12][O:11][CH2:10]1)C1C=CC=CC=1>CO.FC(F)(F)C(O)=O.[OH-].[OH-].[Pd+2]>[NH2:8][C:9]1([CH2:13][NH:14][C:15](=[O:20])[C:16]([F:17])([F:18])[F:19])[CH2:12][O:11][CH2:10]1 |f:3.4.5|. Reported procedure: To a solution of N-{[3-(dibenzylamino)oxetan-3-yl]methyl}-2,2,2-trifluoroacetamide (4.0 g, 10.57 mmol) in methanol (80 mL) was added 20% palladium hydroxide on carbon (0.8 g) and trifluoroacetic acid (one drop). The mixture was stirred at room temperature under hydrogen overnight and then filtered. The filtrate was concentrated in vacuo to afford the crude product as a white solid. Yields the product CS(=O)(=O)c1ccc(NC2(C#N)CCC2)cc1. Reaction SMILES: [C:19]1(=[O:23])[CH2:20][CH2:21][CH2:22]1.[CH3:1][Si:2]([CH3:3])([CH3:4])[C:5]#[N:6].[CH3:8][S:9](=[O:10])(=[O:11])[c:12]1[cH:13][cH:14][c:15]([NH2:18])[cH:16][cH:17]1.[ClH:7].[Na+:24].[Na+:25].[O-:26][S:27](=[O:28])(=[O:29])[O-:30].[O:31]=[CH:32][N:33]([CH3:34])[CH3:35]>>[C:5](#[N:6])[C:19]1([NH:18][c:15]2[cH:14][cH:13][c:12]([S:9]([CH3:8])(=[O:10])=[O:11])[cH:17][cH:16]2)[CH2:20][CH2:21][CH2:22]1. Starting materials: O=C1CCC1, C[Si](C)(C)C#N, CS(=O)(=O)c1ccc(N)cc1, Cl, [Na+], [Na+], O=S(=O)([O-])[O-], CN(C)C=O. The reactants are CC(C)c1ccc(Br)cc1C=O, [Li]CCCC, Brc1ccc2c(c1)N(Cc1ccccc1)CCC2, C1CCOC1. Yields the product CC(C)c1ccc(Br)cc1C(O)c1ccc2c(c1)N(Cc1ccccc1)CCC2. As a reaction SMILES: [Br:24][c:25]1[cH:26][cH:27][c:28]([CH:33]([CH3:34])[CH3:35])[c:29]([CH:30]=[O:31])[cH:32]1.[CH2:19]([Li:20])[CH2:21][CH2:22][CH3:23].[CH2:1]([c:2]1[cH:3][cH:4][cH:5][cH:6][cH:7]1)[N:8]1[CH2:9][CH2:10][CH2:11][c:12]2[cH:13][cH:14][c:15]([Br:18])[cH:16][c:17]21.[CH2:36]1[O:37][CH2:38][CH2:39][CH2:40]1>>[CH2:1]([c:2]1[cH:3][cH:4][cH:5][cH:6][cH:7]1)[N:8]1[CH2:9][CH2:10][CH2:11][c:12]2[cH:13][cH:14][c:15]([CH:30]([c:29]3[c:28]([CH:33]([CH3:34])[CH3:35])[cH:27][cH:26][c:25]([Br:24])[cH:32]3)[OH:31])[cH:16][c:17]21. Reactants: [Br-].[N+](=O)([O-])C1=CC=C(C[P+](C2=CC=CC=C2)(C2=CC=CC=C2)C2=CC=CC=C2)C=C1 (4-nitro-benzyltriphenylphosphonium bromide), [H-].[Na+] (NaH), C(C1=CC=CC=C1)OC1=C(C=O)C=C(C=C1C=1C(=NC=CC1)OC)C(C)(C)C (2-benzyloxy-5-tert-butyl-3-(2-methoxy-pyridin-3-yl)-benzaldehyde). The solvent is CN(C)C=O (DMF), CN(C)C=O (DMF). Conditions: temperature 0 celsius, time 30 minute. Yields the product C(C1=CC=CC=C1)OC1=C(C=C(C=C1C=CC1=CC=C(C=C1)[N+](=O)[O-])C(C)(C)C)C=1C(=NC=CC1)OC (3-{2-benzyloxy-5-tert-butyl-3-[2-(4-nitro-phenyl)-vinyl]-phenyl}-2-methoxy-pyridine). Isolated yield 84.0%. As a reaction SMILES: [Br-].[N+:2]([C:5]1[CH:30]=[CH:29][C:8]([CH2:9][P+](C2C=CC=CC=2)(C2C=CC=CC=2)C2C=CC=CC=2)=[CH:7][CH:6]=1)([O-:4])=[O:3].[H-].[Na+].[CH2:33]([O:40][C:41]1[C:48]([C:49]2[C:50]([O:55][CH3:56])=[N:51][CH:52]=[CH:53][CH:54]=2)=[CH:47][C:46]([C:57]([CH3:60])([CH3:59])[CH3:58])=[CH:45][C:42]=1[CH:43]=O)[C:34]1[CH:39]=[CH:38][CH:37]=[CH:36][CH:35]=1>CN(C=O)C>[CH2:33]([O:40][C:41]1[C:42]([CH:43]=[CH:9][C:8]2[CH:7]=[CH:6][C:5]([N+:2]([O-:4])=[O:3])=[CH:30][CH:29]=2)=[CH:45][C:46]([C:57]([CH3:60])([CH3:59])[CH3:58])=[CH:47][C:48]=1[C:49]1[C:50]([O:55][CH3:56])=[N:51][CH:52]=[CH:53][CH:54]=1)[C:34]1[CH:35]=[CH:36][CH:37]=[CH:38][CH:39]=1 |f:0.1,2.3|. Procedure: step 3—To a solution of 4-nitro-benzyltriphenylphosphonium bromide (1.07 g, 2.238 mmol) in DMF (8 mL) at 0° C., was added NaH (60% in oil dispersion, 156 mg, 3.90 mmol). The reaction was stirred for 30 min at 0° C. then a solution of 50 (281 mg, 0.749 mmol) in DMF (6 mL) was added. The resulting mixture was gradually warmed to RT and stirred overnight. The reaction was quenched with 1N aqueous HCl solution (6 mL) and diluted with EtOAc. The organic layer was washed with brine, dried (Na2SO4), fi...